Dataset: the Open Reaction Database (ORD), a public repository of structured organic reaction records. Task: describe an organic reaction: reactants, conditions, products, and yield The reactants are C(=O)(OCC1=CC=CC=C1)N1C[C@@H](NCC1)C(=O)O ((R)-4-carbobenzyloxypiperazine-2-carboxylic acid), ClC1=C(C(=CC(=C1)[N+](=O)[O-])F)Cl (1,2-dichloro-fluoro-5-nitrobenzene), O (water), CN(C=O)C (dimethylformamide). The solvent is C(C)N(CC)CC (triethylamine). Conditions: temperature 50 celsius. The product is C(=O)(OCC1=CC=CC=C1)N1C[C@@H](N(CC1)C1=C(C=C(C(=C1)Cl)Cl)[N+](=O)[O-])C(=O)O ((R)-4-Carbobenzyloxy-1-(4,5-Dichloro-2-Nitrophenyl)-Piperazine-2-Carboxylic Acid). Yield: 94.2%. RXN SMILES: [C:1]([N:11]1[CH2:16][CH2:15][NH:14][C@@H:13]([C:17]([OH:19])=[O:18])[CH2:12]1)([O:3][CH2:4][C:5]1[CH:10]=[CH:9][CH:8]=[CH:7][CH:6]=1)=[O:2].[Cl:20][C:21]1[CH:26]=[C:25]([N+:27]([O-:29])=[O:28])[CH:24]=[C:23](F)[C:22]=1[Cl:31].O.CN(C)C=O>C(N(CC)CC)C>[C:1]([N:11]1[CH2:16][CH2:15][N:14]([C:24]2[CH:23]=[C:22]([Cl:31])[C:21]([Cl:20])=[CH:26][C:25]=2[N+:27]([O-:29])=[O:28])[C@@H:13]([C:17]([OH:19])=[O:18])[CH2:12]1)([O:3][CH2:4][C:5]1[CH:6]=[CH:7][CH:8]=[CH:9][CH:10]=1)=[O:2]. Reported procedure: To a slurry containing 5.0 g of (R)-4-carbobenzyloxypiperazine-2-carboxylic acid, 4.2 g of 1,2-dichloro-fluoro-5-nitrobenzene, 85 mL of water and 170 mL of dimethylformamide is added slowly 5.3 mL of triethylamine. The solution is heated to 50° C. for 5 hours, then at ambient temperature overnight. The dark orange solution is concentrated under reduced pressure (1–2 mm, <50° C.) to an orange oily residue. This oil is dissolved in 400 mL of ethyl acetate and washed with 100 mL of 1 N HCl (2×), wi... Starting materials: [H-].[Na+] (sodium hydride), N1CCS(CC1)(=O)=O (thiomorpholine 1,1-dioxide), BrC1=CC=C(C=C1)CBr (1-Bromo-4-(bromomethyl)benzene). Solvent: CN(C)C=O (DMF). Run at time 1 hour. Yields the product BrC1=CC=C(CN2CCS(CC2)(=O)=O)C=C1 (4-(4-bromobenzyl)thiomorpholine 1,1-dioxide). Isolated yield 47.0%. RXN SMILES: [NH:1]1[CH2:6][CH2:5][S:4](=[O:8])(=[O:7])[CH2:3][CH2:2]1.[H-].[Na+].[Br:11][C:12]1[CH:17]=[CH:16][C:15]([CH2:18]Br)=[CH:14][CH:13]=1>CN(C=O)C>[Br:11][C:12]1[CH:17]=[CH:16][C:15]([CH2:18][N:1]2[CH2:6][CH2:5][S:4](=[O:8])(=[O:7])[CH2:3][CH2:2]2)=[CH:14][CH:13]=1 |f:1.2|. Procedure: A mixture of thiomorpholine 1,1-dioxide (270 mg, 2.0 mmol) in DMF (10 ml) was prepared at room temperature and sodium hydride (60 wt % in oil, 96 mg, 2.40 mmol) added in one portion and the mixture stirred at room temperature for 1 h. 1-Bromo-4-(bromomethyl)benzene was then added in one portion and the mixture stirred overnight for 17.5 h under argon. The mixture was then quenched with saturated aqueous ammonium chloride solution (10 ml) and diluted with ethyl acetate (30 ml). The mixture was pa...